Dataset: the Open Reaction Database (ORD), a public repository of structured organic reaction records. Task: describe an organic reaction: reactants, conditions, products, and yield The reactants are C(C)(C)(C)C=1N=C(C=2C(N1)=NN(N2)CC)N2CC(CC2)(F)F (5-tert-Butyl-7-(3,3-difluoro-pyrrolidin-1-yl)-2-ethyl-2H-[1,2,3]triazolo[4,5-d]pyrimidine), C(C)(C)(C)NC=1N=C(C2=C(N1)NN=N2)N2CC(CC2)(F)F (tert-Butyl-[7-(3,3-difluoro-pyrrolidin-1-yl)-3H-[1,2,3]triazolo[4,5-d]pyrimidin-5-yl]-amine), ClCC1=NN=NN1C (5-(chloromethyl)-1-methyl-1H-tetrazole). Yields the product C(C)(C)(C)NC=1N=C(C=2C(N1)=NN(N2)CC2=NN=NN2C)N2CC(CC2)(F)F (tert-Butyl-[7-(3,3-difluoro-pyrrolidin-1-yl)-2-(1-methyl-1H-tetrazol-5-ylmethyl)-2H-[1,2,3]triazolo[4,5-d]pyrimidin-5-yl]-amine). As a reaction SMILES: C([C:5]1N=C(N2CCC(F)(F)C2)[C:8]2[C:9](=[N:11][N:12](CC)[N:13]=2)[N:10]=1)(C)(C)C.[C:23]([NH:27][C:28]1[N:29]=[C:30]([N:37]2[CH2:41][CH2:40][C:39]([F:43])([F:42])[CH2:38]2)[C:31]2[N:36]=[N:35][NH:34][C:32]=2[N:33]=1)([CH3:26])([CH3:25])[CH3:24].ClCC1N(C)N=NN=1>>[C:23]([NH:27][C:28]1[N:29]=[C:30]([N:37]2[CH2:41][CH2:40][C:39]([F:42])([F:43])[CH2:38]2)[C:31]2[C:32](=[N:34][N:35]([CH2:8][C:9]3[N:10]([CH3:5])[N:13]=[N:12][N:11]=3)[N:36]=2)[N:33]=1)([CH3:26])([CH3:24])[CH3:25]. Procedure details: In analogy to the procedure described for the synthesis of 5-tert-butyl-7-(3,3-difluoro-pyrrolidin-1-yl)-2-ethyl-2H-[1,2,3]triazolo[4,5-d]pyrimidine (example 3, step b), the title compound was prepared from tert-Butyl-[7-(3,3-difluoro-pyrrolidin-1-yl)-3H-[1,2,3]triazolo[4,5-d]pyrimidin-5-yl]-amine and 5-(chloromethyl)-1-methyl-1H-tetrazole. MS (m/e): 394.4 (MH+). Reactants: ClC=1N=C(NC1CC)C(=O)NC1=C(C=C(C=C1)C=1OC=C(N1)C(=O)OC)C (Methyl 2-(4-{[(4-Chloro-5-ethyl-1H-imidazol-2-yl)carbonyl]amino}-3-methylphenyl)-1,3-oxazole-4-carboxylate), [OH-].[Li+] (lithium hydroxide), CO (methanol). Solvent: O1CCCC1 (tetrahydrofuran). Product: ClC=1N=C(NC1CC)C(=O)NC1=C(C=C(C=C1)C=1OC(=C(N1)C(=O)O)C)C (2-(4-{[(4-Chloro-5-ethyl-1H-imidazol-2-yl)carbonyl]amino}-3-methylphenyl)-5-methyl-1,3-oxazole-4-carboxylic acid). The yield is 80.0%. Reaction SMILES: [Cl:1][C:2]1[N:3]=[C:4]([C:9]([NH:11][C:12]2[CH:17]=[CH:16][C:15]([C:18]3[O:19][CH:20]=[C:21]([C:23]([O:25]C)=[O:24])[N:22]=3)=[CH:14][C:13]=2[CH3:27])=[O:10])[NH:5][C:6]=1[CH2:7][CH3:8].[OH-].[Li+].[CH3:30]O>O1CCCC1>[Cl:1][C:2]1[N:3]=[C:4]([C:9]([NH:11][C:12]2[CH:17]=[CH:16][C:15]([C:18]3[O:19][C:20]([CH3:30])=[C:21]([C:23]([OH:25])=[O:24])[N:22]=3)=[CH:14][C:13]=2[CH3:27])=[O:10])[NH:5][C:6]=1[CH2:7][CH3:8] |f:1.2|. Reported procedure: The same operation as in Example (91d) was performed using methyl 2-(4-{[(4-chloro-5-ethyl-1H-imidazol-2-yl)carbonyl]amino}-3-methylphenyl)-1,3-oxazole-4-carboxylate obtained in Example (109f) (0.13 g, 0.33 mmol), 2 N lithium hydroxide (3 mL, 6 mmol), methanol (3 mL) and tetrahydrofuran (5 mL), to obtain 0.10 g of the title compound as a colorless solid (80%). Starting materials: [Br-], C[Mg+], ClCCl, Clc1nc(Cl)nc(Cl)n1, O. The product is Cc1nc(Cl)nc(Cl)n1. Reaction SMILES: [Br-:1].[CH3:2][Mg+:3].[Cl:13][CH2:14][Cl:15].[Cl:4][c:5]1[n:6][c:7]([Cl:8])[n:9][c:10]([Cl:11])[n:12]1.[OH2:16]>>[CH3:2][c:7]1[n:6][c:5]([Cl:4])[n:12][c:10]([Cl:11])[n:9]1. Starting materials: aqueous solution, C1(=CC=CC=C1)C (toluene), BrC1=C(C=CC(=C1)C(=O)N1CC(CC1)C=1C=NC=CC1)C1=CC(=CC(=C1)C(F)(F)F)C(F)(F)F (3-(1-{[2-bromo-3′,5′-bis(trifluoromethyl)biphenyl-4-yl]carbonyl}pyrrolidin-3-yl)pyridine), COC=1C=NC=C(C1)B1OC(C(O1)(C)C)(C)C (3-methoxy-5-(4,4,5,5-tetramethyl-1,3,2-dioxaborolan-2-yl)pyridine), C([O-])([O-])=O.[Na+].[Na+] (sodium carbonate). Reagents/catalysts: C1=CC=C(C=C1)P([C-]2C=CC=C2)C3=CC=CC=C3.C1=CC=C(C=C1)P([C-]2C=CC=C2)C3=CC=CC=C3.Cl[Pd]Cl.[Fe+2] ([1,1′-Bis(diphenylphosphino)ferrocene]dichloropalladium(II)). The solvent is CCO (EtOH). Conditions: temperature 125 celsius. Yields the product COC=1C=NC=C(C1)C1=C(C=CC(=C1)C(=O)N1CC(CC1)C=1C=NC=CC1)C1=CC(=CC(=C1)C(F)(F)F)C(F)(F)F (3-methoxy-5-[4-[(3-pyridin-3-ylpyrrolidin-1-yl)carbonyl]-3′,5′-bis(trifluoromethyl)biphenyl-2-yl]pyridine). Reaction SMILES: Br[C:2]1[CH:7]=[C:6]([C:8]([N:10]2[CH2:14][CH2:13][CH:12]([C:15]3[CH:16]=[N:17][CH:18]=[CH:19][CH:20]=3)[CH2:11]2)=[O:9])[CH:5]=[CH:4][C:3]=1[C:21]1[CH:26]=[C:25]([C:27]([F:30])([F:29])[F:28])[CH:24]=[C:23]([C:31]([F:34])([F:33])[F:32])[CH:22]=1.[CH3:35][O:36][C:37]1[CH:38]=[N:39][CH:40]=[C:41](B2OC(C)(C)C(C)(C)O2)[CH:42]=1.C(=O)([O-])[O-].[Na+].[Na+].C1(C)C=CC=CC=1>CCO.C1C=CC(P(C2C=CC=CC=2)[C-]2C=CC=C2)=CC=1.C1C=CC(P(C2C=CC=CC=2)[C-]2C=CC=C2)=CC=1.Cl[Pd]Cl.[Fe+2]>[CH3:35][O:36][C:37]1[CH:38]=[N:39][CH:40]=[C:41]([C:2]2[CH:7]=[C:6]([C:8]([N:10]3[CH2:14][CH2:13][CH:12]([C:15]4[CH:16]=[N:17][CH:18]=[CH:19][CH:20]=4)[CH2:11]3)=[O:9])[CH:5]=[CH:4][C:3]=2[C:21]2[CH:26]=[C:25]([C:27]([F:30])([F:29])[F:28])[CH:24]=[C:23]([C:31]([F:34])([F:33])[F:32])[CH:22]=2)[CH:42]=1 |f:2.3.4,7.8.9.10|. Procedure: [1,1′-Bis(diphenylphosphino)ferrocene]dichloropalladium(II) (13.7 mg, 0.019 mmol) was added to a solution of 3b (51.0 mg, 0.094 mmol), 3-methoxy-5-(4,4,5,5-tetramethyl-1,3,2-dioxaborolan-2-yl)pyridine (24.3 mg, 0.103 mmol) and sodium carbonate (94.0 μL, of a 2.0 M aqueous solution, 0.188 mmol) in EtOH:toluene (1.25 mL of an 80:20 mixture, respectively) at rt. The resulting solution was heated to 125° C. in a sealed microwave vial for 12 min. After cooling to rt, the reaction mixture was filtered...